From a dataset of the Open Reaction Database (ORD), a public repository of structured organic reaction records. describe an organic reaction: reactants, conditions, products, and yield Reactants: C1(CCCC1)C1=NN=C(C(N1)=O)C(CC)NC(=O)C1CCC1 (N-[1-(3-cyclopentyl-5-oxo-4,5-dihydro-1,2,4-triazin-6-yl)propyl]cyclobutanecarboxamide), P(=O)(Cl)(Cl)Cl (phosphoric trichloride). Yields the product C1(CCC1)C1=NC(=C2C(NC(=NN21)C2CCCC2)=O)CC (7-Cyclobutyl-2-cyclopentyl-5-ethylimidazo[5,1-f][1,2,4]triazin-4(3H)-one). Reaction SMILES: [CH:1]1([C:6]2[NH:11][C:10](=[O:12])[C:9]([CH:13]([NH:16][C:17]([CH:19]3[CH2:22][CH2:21][CH2:20]3)=O)[CH2:14][CH3:15])=[N:8][N:7]=2)[CH2:5][CH2:4][CH2:3][CH2:2]1.P(Cl)(Cl)(Cl)=O>>[CH:19]1([C:17]2[N:8]3[C:9]([C:10](=[O:12])[NH:11][C:6]([CH:1]4[CH2:5][CH2:4][CH2:3][CH2:2]4)=[N:7]3)=[C:13]([CH2:14][CH3:15])[N:16]=2)[CH2:22][CH2:21][CH2:20]1. Procedure details: In analogy to the procedure for Example 1, 270 mg (0.90 mmol) crude N-[1-(3-cyclopentyl-5-oxo-4,5-dihydro-1,2,4-triazin-6-yl)propyl]cyclobutanecarboxamide, 140 mg (0.90 mmol) phosphoric trichloride are stirred at reflux for 3 hours, proportionate amounts of the solvents are used. Reactants: C(C)(C)(C)OC(=O)N1[C@@H](CN([C@H](C1)CN1C(COCC1)=O)CC1=CC=CC=C1)C ((2R,5S)-4-benzyl-2-methyl-5-(3-oxo-morpholin-4-ylmethyl)-piperazine-1-carboxylic acid tert-butyl ester). The reagents and catalysts are [Pd] (Pd/C). The solvent is C(C)(=O)O (acetic acid). Yields the product C(C)(C)(C)OC(=O)N1[C@@H](CN[C@H](C1)CN1C(COCC1)=O)C ((2R,5S)-2-Methyl-5-(3-oxo-morpholin-4-ylmethyl)-piperazine-1-carboxylic acid tert-butyl ester). Yield: 64.0%. As a reaction SMILES: [C:1]([O:5][C:6]([N:8]1[CH2:13][C@H:12]([CH2:14][N:15]2[CH2:20][CH2:19][O:18][CH2:17][C:16]2=[O:21])[N:11](CC2C=CC=CC=2)[CH2:10][C@H:9]1[CH3:29])=[O:7])([CH3:4])([CH3:3])[CH3:2]>[Pd].C(O)(=O)C>[C:1]([O:5][C:6]([N:8]1[CH2:13][C@H:12]([CH2:14][N:15]2[CH2:20][CH2:19][O:18][CH2:17][C:16]2=[O:21])[NH:11][CH2:10][C@H:9]1[CH3:29])=[O:7])([CH3:4])([CH3:2])[CH3:3]. Procedure details: Prepared from (2R,5S)-4-benzyl-2-methyl-5-(3-oxo-morpholin-4-ylmethyl)-piperazine-1-carboxylic acid tert-butyl ester (1.75 g), acetic acid (8 mL) and Pd/C (1.3 g) using an analogous method to that of Preparation 353. The catalyst was removed by filtration and the solvent was removed in vacuo. The crude material was partitioned between DCM and saturated aqueous NaHCO3. The organic phase was dried over MgSO4 and concentrated in vacuo to give the title compound (870 mg) as a colourless gum. 1H NMR ...